Dataset: the Open Reaction Database (ORD), a public repository of structured organic reaction records. Task: describe an organic reaction: reactants, conditions, products, and yield Starting materials: CN1CCCC1=O, CCNc1nc(Cl)cc(Cl)n1, [K], CC(=O)Nc1ccc(S(N)(=O)=O)cc1. Product: CCNc1nc(Cl)cc(NS(=O)(=O)c2ccc(NC(C)=O)cc2)n1. As a reaction SMILES: [CH3:27][N:28]1[CH2:29][CH2:30][CH2:31][C:32]1=[O:33].[Cl:1][c:2]1[n:3][c:4]([NH:9][CH2:10][CH3:11])[n:5][c:6]([Cl:8])[cH:7]1.[K:12].[S:13]([NH2:14])(=[O:15])(=[O:16])[c:17]1[cH:18][cH:19][c:20]([NH:23][C:24]([CH3:25])=[O:26])[cH:21][cH:22]1>>[c:2]1([NH:14][S:13](=[O:15])(=[O:16])[c:17]2[cH:18][cH:19][c:20]([NH:23][C:24]([CH3:25])=[O:26])[cH:21][cH:22]2)[n:3][c:4]([NH:9][CH2:10][CH3:11])[n:5][c:6]([Cl:8])[cH:7]1. The reactants are ClC1=CC=C(CC#N)C=C1 (4-chlorobenzyl cyanide), COC=1CCCCCN1 (caprolactim methyl ether), N12NCCC=CC2CCCC1 (diazabicyclo [5.4.0]undec-5-ene). Solvent: CO (methyl alcohol). The product is C(#N)C(C1=CC=C(C=C1)Cl)=C1NCCCCC1 (2-(α-cyano-4-chlorobenzylidene)perhydroazepine). Isolated yield 67.6%. RXN SMILES: [Cl:1][C:2]1[CH:10]=[CH:9][C:5]([CH2:6][C:7]#[N:8])=[CH:4][CH:3]=1.CO[C:13]1[CH2:14][CH2:15][CH2:16][CH2:17][CH2:18][N:19]=1.N12CCCCC1C=CCCN2>CO>[C:7]([C:6](=[C:13]1[CH2:14][CH2:15][CH2:16][CH2:17][CH2:18][NH:19]1)[C:5]1[CH:9]=[CH:10][C:2]([Cl:1])=[CH:3][CH:4]=1)#[N:8]. Procedure details: Agitate a mixture of 5.0 g of 4-chlorobenzyl cyanide, 5.5 g of caprolactim methyl ether and 0.5 g of diazabicyclo [5.4.0]undec-5-ene under nitrogen for 18 hours at 125°. Cool the thus-obtained reaction mixture to ambient temperature and then rub down the crystallizing residue with 20 ml of methyl alcohol before filtering to obtain 5.5 g of the title compound. Recrystallize this compound from methyl alcohol to obtain a product with a MP of 114° to 117°. The reactants are SC1=NC2=CC=CC(=C2C(N1C)=O)C (2-mercapto-3,5-dimethylquinazolin-4-one), FC1=CC=C(C(=O)C2=CC=C(CBr)C=C2)C=C1 (4-(4-fluorobenzoyl)benzyl bromide), C1CCOC1 (THF), [OH-].[Na+] (sodium hydroxide). The solvent is C(C)O (ethanol), C(C)(=O)OCC (ethyl acetate). Reaction conditions: temperature 60 celsius, time 3.5 hour. Product: FC1=CC=C(C(=O)C2=CC=C(CSC3=NC4=CC=CC(=C4C(N3C)=O)C)C=C2)C=C1 (2-[4-(4-Fluorobenzoyl)benzylthio]-3,5-dimethyl-quinazolin-4-one). Yield: 71.8%. RXN SMILES: [SH:1][C:2]1[N:11]([CH3:12])[C:10](=[O:13])[C:9]2[C:4](=[CH:5][CH:6]=[CH:7][C:8]=2[CH3:14])[N:3]=1.C1COCC1.[OH-].[Na+].[F:22][C:23]1[CH:38]=[CH:37][C:26]([C:27]([C:29]2[CH:36]=[CH:35][C:32]([CH2:33]Br)=[CH:31][CH:30]=2)=[O:28])=[CH:25][CH:24]=1>C(O)C.C(OCC)(=O)C>[F:22][C:23]1[CH:24]=[CH:25][C:26]([C:27]([C:29]2[CH:36]=[CH:35][C:32]([CH2:33][S:1][C:2]3[N:11]([CH3:12])[C:10](=[O:13])[C:9]4[C:4](=[CH:5][CH:6]=[CH:7][C:8]=4[CH3:14])[N:3]=3)=[CH:31][CH:30]=2)=[O:28])=[CH:37][CH:38]=1 |f:2.3|. Reported procedure: To a solution of 2-mercapto-3,5-dimethylquinazolin-4-one (0.492 g) as obtained in Reference Example 18-in ethanol (10.0 ml)-THF (10.0 ml) was added 1N-sodium hydroxide (2.50 ml). Then, 4-(4-fluorobenzoyl)benzyl bromide (0.700 g) was added and the mixture was stirred at 60° C. for 3.5 hours. This reaction mixture was diluted with ethyl acetate and washed with saturated aqueous NaCl solution and the organic layer was dried over anhydrous magnesium sulfate and then concentrated under reduced pressu... The reactants are BrC=1C=NC=2N(C1)N=C(C2)C(=O)O (6-bromo-pyrazolo[1,5-a]pyrimidine-2-carboxylic acid), CC1=NOC(=C1C=1C=CC=C2CCNC(C12)C)C (8-(3,5-Dimethyl-isoxazol-4-yl)-1-methyl-1,2,3,4-tetrahydro-isoquinoline). The product is BrC=1C=NC=2N(C1)N=C(C2)C(=O)N2C(C1=C(C=CC=C1CC2)C=2C(=NOC2C)C)C ((6-Bromo-pyrazolo[1,5-a]pyrimidin-2-yl)-[8-(3,5-dimethyl-isoxazol-4-yl)-1-methyl-3,4-dihydro-1H-isoquinolin-2-yl]-methanone). RXN SMILES: [Br:1][C:2]1[CH:3]=[N:4][C:5]2[N:6]([N:8]=[C:9]([C:11]([OH:13])=O)[CH:10]=2)[CH:7]=1.[CH3:14][C:15]1[C:19]([C:20]2[CH:21]=[CH:22][CH:23]=[C:24]3[C:29]=2[CH:28]([CH3:30])[NH:27][CH2:26][CH2:25]3)=[C:18]([CH3:31])[O:17][N:16]=1>>[Br:1][C:2]1[CH:3]=[N:4][C:5]2[N:6]([N:8]=[C:9]([C:11]([N:27]3[CH2:26][CH2:25][C:24]4[C:29](=[C:20]([C:19]5[C:15]([CH3:14])=[N:16][O:17][C:18]=5[CH3:31])[CH:21]=[CH:22][CH:23]=4)[CH:28]3[CH3:30])=[O:13])[CH:10]=2)[CH:7]=1. Procedure: In close analogy to the procedure described in Example 1, 6-bromo-pyrazolo[1,5-a]pyrimidine-2-carboxylic acid is reacted with 8-(3,5-Dimethyl-isoxazol-4-yl)-1-methyl-1,2,3,4-tetrahydro-isoquinoline to provide the title compound in moderate yield. Starting materials: CCO, Cl, N#Cc1ccc(-c2ccc(OC(F)(F)F)cc2)cc1, OB(O)c1ccc(OC(F)(F)F)cc1. Product: Cl, NCc1ccc(-c2ccc(OC(F)(F)F)cc2)cc1. RXN SMILES: [CH3:35][CH2:36][OH:37].[ClH:34].[F:1][C:2]([O:3][c:4]1[cH:5][cH:6][c:7](-[c:10]2[cH:11][cH:12][c:13]([C:16]#[N:17])[cH:14][cH:15]2)[cH:8][cH:9]1)([F:18])[F:19].[F:20][C:21]([F:22])([F:23])[O:24][c:25]1[cH:26][cH:27][c:28]([B:29]([OH:30])[OH:31])[cH:32][cH:33]1>>[ClH:34].[F:1][C:2]([O:3][c:4]1[cH:5][cH:6][c:7](-[c:10]2[cH:11][cH:12][c:13]([CH2:16][NH2:17])[cH:14][cH:15]2)[cH:8][cH:9]1)([F:18])[F:19].